From a dataset of the Open Reaction Database (ORD), a public repository of structured organic reaction records. describe an organic reaction: reactants, conditions, products, and yield Yields the product CCOCCOc1ccc(C(=O)O)cc1. The reactants are CCOCCBr, CCO, [K+], [OH-], O=C(O)c1ccc(O)cc1. RXN SMILES: [CH2:13]([CH3:14])[O:15][CH2:16][CH2:17][Br:18].[CH3:19][CH2:20][OH:21].[K+:2].[OH-:1].[OH:3][c:4]1[cH:5][cH:6][c:7]([C:8](=[O:9])[OH:10])[cH:11][cH:12]1>>[O:3]([c:4]1[cH:5][cH:6][c:7]([C:8](=[O:9])[OH:10])[cH:11][cH:12]1)[CH2:17][CH2:16][O:15][CH2:13][CH3:14].